The task is: describe an organic reaction: reactants, conditions, products, and yield. This data is from the Open Reaction Database (ORD), a public repository of structured organic reaction records. The reactants are O=C(Cl)c1sc2c(F)ccc(F)c2c1Cl, COc1ccc(-c2ccc(N)nc2)cc1CNC1CCC(N(C)C(=O)OC(C)(C)C)CC1. Yields the product COc1ccc(-c2ccc(N)nc2)cc1CN(C(=O)c1sc2c(F)ccc(F)c2c1Cl)C1CCC(N(C)C(=O)OC(C)(C)C)CC1. RXN SMILES: [Cl:33][c:34]1[c:35]2[c:36]([s:37][c:38]1[C:39](=[O:40])[Cl:41])[c:42]([F:47])[cH:43][cH:44][c:45]2[F:46].[NH2:1][c:2]1[cH:3][cH:4][c:5](-[c:8]2[cH:9][cH:10][c:11]([O:31][CH3:32])[c:12]([CH2:13][NH:14][CH:15]3[CH2:16][CH2:17][CH:18]([N:21]([C:22]([O:23][C:24]([CH3:25])([CH3:26])[CH3:27])=[O:28])[CH3:29])[CH2:19][CH2:20]3)[cH:30]2)[cH:6][n:7]1>>[NH2:1][c:2]1[cH:3][cH:4][c:5](-[c:8]2[cH:9][cH:10][c:11]([O:31][CH3:32])[c:12]([CH2:13][N:14]([CH:15]3[CH2:16][CH2:17][CH:18]([N:21]([C:22]([O:23][C:24]([CH3:25])([CH3:26])[CH3:27])=[O:28])[CH3:29])[CH2:19][CH2:20]3)[C:39]([c:38]3[c:34]([Cl:33])[c:35]4[c:36]([s:37]3)[c:42]([F:47])[cH:43][cH:44][c:45]4[F:46])=[O:40])[cH:30]2)[cH:6][n:7]1. Starting materials: C1(=CC=CC=C1)N=C=O (Phenyl isocyanate), FC1=C(C=CC=C1)C=1OC(C(CN1)O)C1=CC=CC=C1 ((5RS, 6SR)-2-(2-fluorophenyl)-6-phenyl-5,6-dihydro-4H-1,3-oxazin-5-ol). Run in ClCCCl (1,2-dichloroethane). Yields the product FC1=C(C=CC=C1)C=1OC(C(CN1)OC(NC1=CC=CC=C1)=O)C1=CC=CC=C1 ((5RS, 6SR)-2-(2-fluorophenyl)-6-phenyl-5-phenylcarbamoyloxy-5,6-dihydro-4H-1,3-oxazine). Yield: 39.7%. Reaction SMILES: [C:1]1([N:7]=[C:8]=[O:9])[CH:6]=[CH:5][CH:4]=[CH:3][CH:2]=1.[F:10][C:11]1[CH:16]=[CH:15][CH:14]=[CH:13][C:12]=1[C:17]1[O:18][CH:19]([C:24]2[CH:29]=[CH:28][CH:27]=[CH:26][CH:25]=2)[CH:20]([OH:23])[CH2:21][N:22]=1>ClCCCl>[F:10][C:11]1[CH:16]=[CH:15][CH:14]=[CH:13][C:12]=1[C:17]1[O:18][CH:19]([C:24]2[CH:25]=[CH:26][CH:27]=[CH:28][CH:29]=2)[CH:20]([O:23][C:8](=[O:9])[NH:7][C:1]2[CH:6]=[CH:5][CH:4]=[CH:3][CH:2]=2)[CH2:21][N:22]=1. Reported procedure: Phenyl isocyanate (1 g) is added at a temperature in the region of 20° C. to a solution, maintained under an argon atmosphere, of (5RS, 6SR)-2-(2-fluorophenyl)-6-phenyl-5,6-dihydro-4H-1,3-oxazin-5-ol (2.3 g) in 1,2-dichloroethane (30 cc). The solution obtained is stirred under reflux for 2 hours and then concentrated to dryness under reduced pressure (2.7 kPa). The residue is purified by chromatography on silica (0.063-0.2 mm; 100 g), contained in a column 2.5 cm in diameter [eluent: cyclohexane... The reactants are [Li]CCCC, C1CCOC1, CCOC(C)=O, CC(C)OB1OC(C)(C)C(C)(C)O1, Fc1cccc(Cl)c1F, O. Product: CC1(C)OB(c2ccc(Cl)c(F)c2F)OC1(C)C. Reaction SMILES: [CH2:1]([Li:2])[CH2:3][CH2:4][CH3:5].[CH2:28]1[O:29][CH2:30][CH2:31][CH2:32]1.[CH3:34][CH2:35][O:36][C:37](=[O:38])[CH3:39].[CH:15]([O:16][B:19]1[O:20][C:21]([CH3:26])([CH3:27])[C:22]([CH3:24])([CH3:25])[O:23]1)([CH3:17])[CH3:18].[Cl:6][c:7]1[c:8]([F:14])[c:9]([F:13])[cH:10][cH:11][cH:12]1.[OH2:33]>>[Cl:6][c:7]1[c:8]([F:14])[c:9]([F:13])[c:10]([B:19]2[O:20][C:21]([CH3:26])([CH3:27])[C:22]([CH3:24])([CH3:25])[O:23]2)[cH:11][cH:12]1. Reactants: [Cl-].[Mg+2].[Cl-] (magnesium chloride), [Na].COC=1C=CC2=C(NC(=N2)S(=O)CC2=NC=C(C(=C2C)OC)C)C1 (6-methoxy-2-[[(4-methoxy-3,5-dimethyl-2-pyridinyl)methyl]sulfinyl]-1H-benzimidazole sodium salt), [Cl-].[Mg+2].[Cl-] (magnesium chloride). The solvent is O (water), O (water). Conditions: time 5 minute. The product is O.O.O.O.[Mg].COC=1C=CC2=C(NC(=N2)[S@@](=O)CC2=NC=C(C(=C2C)OC)C)C1 ((5)6-methoxy-2-[[(4-methoxy-3,5-dimethyl-2-pyridinyl)methyl]sulfinyl]-1H-benzimidazole Magnesium Salt Tetrahydrate). Reaction SMILES: [Na].[CH3:2][O:3][C:4]1[CH:5]=[CH:6][C:7]2[N:11]=[C:10]([S:12]([CH2:14][C:15]3[C:20]([CH3:21])=[C:19]([O:22][CH3:23])[C:18]([CH3:24])=[CH:17][N:16]=3)=[O:13])[NH:9][C:8]=2[CH:25]=1.[Cl-].[Mg+2:27].[Cl-]>O>[OH2:3].[OH2:3].[OH2:3].[OH2:3].[Mg:27].[CH3:2][O:3][C:4]1[CH:5]=[CH:6][C:7]2[N:11]=[C:10]([S@:12]([CH2:14][C:15]3[C:20]([CH3:21])=[C:19]([O:22][CH3:23])[C:18]([CH3:24])=[CH:17][N:16]=3)=[O:13])[NH:9][C:8]=2[CH:25]=1 |f:0.1,2.3.4,6.7.8.9.10.11,^1:0|. Procedure: 1.65 g of 6-methoxy-2-[[(4-methoxy-3,5-dimethyl-2-pyridinyl)methyl]sulfinyl]-1H-benzimidazole sodium salt was dissolved in 30 mL of water. To the stirring solution was added 0.47 g of magnesium chloride dissolved in 20 mL of water. Immediately upon the addition of the magnesium chloride solution a white powder precipitated. The suspension was allowed to stir for 5 minutes, and then the product was isolated by vacuum filtration. The solids were then, placed into a vacuum desiccator overnight to g... Starting materials: C(C)(C)O (isopropyl alcohol), [Na] (sodium), C1=CC=CC1 (cyclopentadiene), C(C)(=O)C1=CC=CC=C1 (acetophenone). The solvent is O (water), CO (methanol). Product: CC1=C(C(C=C1)=C)C1=CC=CC=C1 (Methyl Phenyl Fulvene). As a reaction SMILES: [CH:1](O)(C)C.[Na].[CH:6]1[CH2:10]C=[CH:8][CH:7]=1.[C:11]([C:14]1[CH:19]=[CH:18][CH:17]=[CH:16][CH:15]=1)(=O)[CH3:12]>O.CO>[CH3:1][C:12]1[CH:8]=[CH:7][C:6](=[CH2:10])[C:11]=1[C:14]1[CH:19]=[CH:18][CH:17]=[CH:16][CH:15]=1 |^1:4|. Procedure details: To a two-liter 3-necked flask are charged isopropyl alcohol (1000 ml), methanol (300 ml) and sodium (10 g). Freshly distilled cyclopentadiene (180 g) and acetophenone (261 g) are mixed and slowly added, with stirring, to the solution in the flask. The reaction is run at room temperature. After 11/2 hours, the addition is complete. The reaction mixture is mixed with water and the organic layer extracted into hexane. The hexane extract is washed with water and stripped. The crude methyl phenyl-ful... Reactants: [Li]CCCC, C1CCOC1, CC#CCC(C)C(=O)OCC, CN(C)P(=O)(N(C)C)N(C)C, CI, CC(=O)O, CCCCCC, CC(C)NC(C)C. Product: CC#CCC(C)(C)C(=O)OCC. Reaction SMILES: [CH2:1]([Li:2])[CH2:3][CH2:4][CH3:5].[CH2:47]1[O:48][CH2:49][CH2:50][CH2:51]1.[CH3:19][CH:20]([C:21](=[O:22])[O:23][CH2:24][CH3:25])[CH2:26][C:27]#[C:28][CH3:29].[CH3:30][N:31]([CH3:32])[P:33]([N:34]([CH3:35])[CH3:36])([N:37]([CH3:38])[CH3:39])=[O:40].[CH3:41][I:42].[CH3:43][C:44](=[O:45])[OH:46].[CH3:6][CH2:7][CH2:8][CH2:9][CH2:10][CH3:11].[CH:12]([NH:13][CH:14]([CH3:15])[CH3:16])([CH3:17])[CH3:18]>>[CH3:1][C:20]([CH3:19])([C:21](=[O:22])[O:23][CH2:24][CH3:25])[CH2:26][C:27]#[C:28][CH3:29].